Task: describe an organic reaction: reactants, conditions, products, and yield. Dataset: the Open Reaction Database (ORD), a public repository of structured organic reaction records The reactants are ClC=1C=CC(=C(C1)C(C(=O)OC)(C1=C(C=C(C=C1)C(F)(F)F)[N+](=O)[O-])F)OC (5-chloro-α-fluoro-2-methoxy-α-[2-nitro-4-(trifluoromethyl)-phenyl]benzeneacetic acid, methyl ester), S(=O)([O-])S(=O)[O-].[Na+].[Na+] (sodium dithionite). Reagents/catalysts: [Cl-].C(CCC)[N+](CCCC)(CCCC)CCCC (Tetrabutylammonium chloride). The solvent is O (water), C1CCOC1 (THF), O (water), C1CCOC1 (THF), C(C)O (ethanol). Reaction conditions: temperature 60 celsius, time 5 minute. The product is ClC=1C=CC(=C(C1)C1(C(NC2=CC(=CC=C12)C(F)(F)F)=O)F)OC ((±)-3-(5-Chloro-2-methoxyphenyl)-3-fluoro-1,3-dihydro-6-(trifluoromethyl)-2H-indol-2-one). Reaction SMILES: [Cl:1][C:2]1[CH:3]=[CH:4][C:5]([O:27][CH3:28])=[C:6]([C:8]([F:26])([C:13]2[CH:18]=[CH:17][C:16]([C:19]([F:22])([F:21])[F:20])=[CH:15][C:14]=2[N+:23]([O-])=O)[C:9](OC)=[O:10])[CH:7]=1.S(S([O-])=O)([O-])=O.[Na+].[Na+]>C1COCC1.[Cl-].C([N+](CCCC)(CCCC)CCCC)CCC.O.C(O)C>[Cl:1][C:2]1[CH:3]=[CH:4][C:5]([O:27][CH3:28])=[C:6]([C:8]2([F:26])[C:13]3[C:14](=[CH:15][C:16]([C:19]([F:22])([F:21])[F:20])=[CH:17][CH:18]=3)[NH:23][C:9]2=[O:10])[CH:7]=1 |f:1.2.3,5.6|. Procedure: A 250-mL 3-necked round-bottomed flask, equipped with a stir bar and thermocouple was charged with 5-chloro-α-fluoro-2-methoxy-α-[2-nitro-4-(trifluoromethyl)-phenyl]benzeneacetic acid, methyl ester (12.5 g, 29.64 mmol) and dissolved in THF (50 mL). Tetrabutylammonium chloride (0.84 g, 3.01 mmol) was dissolved in water (50 mL) and added to the THF solution. The reaction mixture was heated to about 60° C. and sodium dithionite (24.0 g, 118 mmol) was added portion wise as a solid over 75 minutes wh... Reactants: CCOC(=O)C(Cc1ccccc1)CS(C)(=O)=O, Cl. The product is CS(=O)(=O)CC(Cc1ccccc1)C(=O)O. RXN SMILES: [CH2:1]([CH3:2])[O:3][C:4]([CH:5]([CH2:6][S:7](=[O:8])(=[O:9])[CH3:10])[CH2:11][c:12]1[cH:13][cH:14][cH:15][cH:16][cH:17]1)=[O:18].[ClH:19]>>[O:3]=[C:4]([CH:5]([CH2:6][S:7](=[O:8])(=[O:9])[CH3:10])[CH2:11][c:12]1[cH:13][cH:14][cH:15][cH:16][cH:17]1)[OH:18]. The reactants are NC=1C=C2C(=CNC2=CC1)C1CCN(CC1)C (5-amino-3-(1-methylpiperidin-4-yl)-1H-indole), C(CC)(=O)O (1-propanoic acid). The product is C(CC)(=O)NC=1C=C2C(=CNC2=CC1)C1CCN(CC1)C (5-(1-propanoyl)amino-3-(1-methylpiperidin-4-yl)-1H-indole). Yield: 91.1%. RXN SMILES: [NH2:1][C:2]1[CH:3]=[C:4]2[C:8](=[CH:9][CH:10]=1)[NH:7][CH:6]=[C:5]2[CH:11]1[CH2:16][CH2:15][N:14]([CH3:17])[CH2:13][CH2:12]1.[C:18](O)(=[O:21])[CH2:19][CH3:20]>>[C:18]([NH:1][C:2]1[CH:3]=[C:4]2[C:8](=[CH:9][CH:10]=1)[NH:7][CH:6]=[C:5]2[CH:11]1[CH2:16][CH2:15][N:14]([CH3:17])[CH2:13][CH2:12]1)(=[O:21])[CH2:19][CH3:20]. Procedure: Beginning with 12.0 mg (0.05 mMol) 5-amino-3-(1-methylpiperidin-4-yl)-1H-indole and 8 μL (0.1 mMol) 1-propanoic acid, 13.0 mg (91%) of the title compound were recovered. Starting materials: O=C(O)C(=O)O, O=C(O)c1cnoc1-c1ccccc1Cl, Clc1ccc(CC2CCNC2)cc1. The product is O=C(c1cnoc1-c1ccccc1Cl)N1CCC(Cc2ccc(Cl)cc2)C1. Reaction SMILES: [C:16]([OH:17])(=[O:18])[C:19]([OH:20])=[O:21].[Cl:1][c:2]1[c:3](-[c:8]2[c:9]([C:13](=[O:14])[OH:15])[cH:10][n:11][o:12]2)[cH:4][cH:5][cH:6][cH:7]1.[Cl:22][c:23]1[cH:24][cH:25][c:26]([CH2:27][CH:28]2[CH2:29][NH:30][CH2:31][CH2:32]2)[cH:33][cH:34]1>>[Cl:1][c:2]1[c:3](-[c:8]2[c:9]([C:13](=[O:15])[N:30]3[CH2:29][CH:28]([CH2:27][c:26]4[cH:25][cH:24][c:23]([Cl:22])[cH:34][cH:33]4)[CH2:32][CH2:31]3)[cH:10][n:11][o:12]2)[cH:4][cH:5][cH:6][cH:7]1. The reactants are NC1=NC=CC(=N1)N1N=C(C2=CC=C(C=C12)C#CC(C(=O)OCC)(C)O)C (ethyl 4-[1-(2-aminopyrimidin-4-yl)-3-methyl-1H-indazol-6-yl]-2-hydroxy-2-methylbut-3-ynoate), [OH-].[Na+] (sodium hydroxide), aqueous solution. Run in CO (methanol). Run at time 15 hour. Yields the product NC1=NC=CC(=N1)N1N=C(C2=CC=C(C=C12)C#CC(C(=O)O)(C)O)C (4-[1-(2-aminopyrimidin-4-yl)-3-methyl-1H-indazol-6-yl]-2-hydroxy-2-methylbut-3-ynoic acid). Reaction SMILES: [NH2:1][C:2]1[N:7]=[C:6]([N:8]2[C:16]3[C:11](=[CH:12][CH:13]=[C:14]([C:17]#[C:18][C:19]([OH:26])([CH3:25])[C:20]([O:22]CC)=[O:21])[CH:15]=3)[C:10]([CH3:27])=[N:9]2)[CH:5]=[CH:4][N:3]=1.[OH-].[Na+]>CO>[NH2:1][C:2]1[N:7]=[C:6]([N:8]2[C:16]3[C:11](=[CH:12][CH:13]=[C:14]([C:17]#[C:18][C:19]([OH:26])([CH3:25])[C:20]([OH:22])=[O:21])[CH:15]=3)[C:10]([CH3:27])=[N:9]2)[CH:5]=[CH:4][N:3]=1 |f:1.2|. Procedure: To a solution of ethyl 4-[1-(2-aminopyrimidin-4-yl)-3-methyl-1H-indazol-6-yl]-2-hydroxy-2-methylbut-3-ynoate (120 mg, 0.33 mmol) in methanol (0.5 mL) was introduced sodium hydroxide (0.16 mL of a 2M aqueous solution, 0.33 mmol). After 15 hr at RT, the reaction mixture was concentrated in vacuo and the pH of the aqueous residue adjusted to 7 with 0.5M aqueous hydrochloric acid. The solution was extracted with 3:1 chloroform/isopropanol (5×5 mL extractions) and the combined organic extracts dried ... Reactants: C(C=C)#N (Acrylonitrile), NC1CCN(CC1)CC=1C=CN2N=CN=C(C21)NC=2C=C1C=NN(C1=CC2)CC2=CC(=CC=C2)F ([5-(4-amino-piperidin-1-ylmethyl)-pyrrolo[2,1-f][1,2,4]triazin-4-yl]-[1-(3-fluoro-benzyl)-1H-indazol-5-yl]-amine). Procedure details: Acrylonitrile (0.2 mL, 30 equiv.) was added to a solution of [5-(4-amino-piperidin-1-ylmethyl)-pyrrolo[2,1-f][1,2,4]triazin-4-yl]-[1-(3-fluoro-benzyl)-1H-indazol-5-yl]-amine (47 mg, 0.1 mmole) in MeOH (3 mL) at RT. Removal the solvent followed by radial chromatography (1 mm silica gel plate, gradient elution with DCM containing 0 to 2% MeOH) afforded 40 mg (76%) of the title compound as a solid. MS: 524 (M+H)+; HPLC Ret Time: 0.99 min (Xterra 3.0×50 mm S7 C18 column, 2 min gradient, 5 mL/min). RXN SMILES: [C:1](#[N:4])[CH:2]=[CH2:3].[NH2:5][CH:6]1[CH2:11][CH2:10][N:9]([CH2:12][C:13]2[CH:14]=[CH:15][N:16]3[C:21]=2[C:20]([NH:22][C:23]2[CH:24]=[C:25]4[C:29](=[CH:30][CH:31]=2)[N:28]([CH2:32][C:33]2[CH:38]=[CH:37][CH:36]=[C:35]([F:39])[CH:34]=2)[N:27]=[CH:26]4)=[N:19][CH:18]=[N:17]3)[CH2:8][CH2:7]1>CO>[F:39][C:35]1[CH:34]=[C:33]([CH:38]=[CH:37][CH:36]=1)[CH2:32][N:28]1[C:29]2[C:25](=[CH:24][C:23]([NH:22][C:20]3[C:21]4=[C:13]([CH2:12][N:9]5[CH2:8][CH2:7][CH:6]([NH:5][CH2:3][CH2:2][C:1]#[N:4])[CH2:11][CH2:10]5)[CH:14]=[CH:15][N:16]4[N:17]=[CH:18][N:19]=3)=[CH:31][CH:30]=2)[CH:26]=[N:27]1. The solvent is CO (MeOH). Product: FC=1C=C(CN2N=CC3=CC(=CC=C23)NC2=NC=NN3C2=C(C=C3)CN3CCC(CC3)NCCC#N)C=CC1 (3-(1-{4-[1-(3-Fluoro-benzyl)-1H-indazol-5-ylamino]-pyrrolo[2,1-f][1,2,4]triazin-5-ylmethyl}-piperidin-4-ylamino)-propionitrile). Isolated yield 76.0%. The reactants are C1(CCCCC1)C(CC#N)=O (3-cyclohexyl-3-oxo-propionitrile), C(=O)([O-])[O-].[K+].[K+] (K2CO3), CN(C)C=O.C(=S)=S (DMF CS2), IC (Iodomethane), ClCC(C)=O (chloroacetone). Reaction conditions: time 2 hour. The product is C(C)(=O)C1=C(C(=C(S1)SC)C#N)C1CCCCC1 (5-Acetyl-4-cyclohexyl-2-methylsulfanyl-thiophene-3-carbonitrile). As a reaction SMILES: [CH:1]1([C:7](=O)[CH2:8][C:9]#[N:10])[CH2:6][CH2:5][CH2:4][CH2:3][CH2:2]1.C([O-])([O-])=O.[K+].[K+].Cl[CH2:19][C:20](=[O:22])[CH3:21].I[CH3:24].CN(C=O)C.[C:30](=[S:32])=[S:31]>>[C:20]([C:19]1[S:31][C:30]([S:32][CH3:24])=[C:8]([C:9]#[N:10])[C:7]=1[CH:1]1[CH2:6][CH2:5][CH2:4][CH2:3][CH2:2]1)(=[O:22])[CH3:21] |f:1.2.3,6.7|. Procedure: To a solution of 3-cyclohexyl-3-oxo-propionitrile in DMF:CS2 (1:1) was added K2CO3 at 0° C. and the reaction mixture stirred at ambient temperature for 2 hours. To the resulting reaction mixture was added chloroacetone (1 equivalent) and the reaction mixture stirred at ambient temperature for 3 hours. Iodomethane was then added and the resulting mixture was stirred at ambient temperature overnight. The reaction mixture was partitioned between ethyl acetate and brine, the organic phase dried with... Reactants: COc1cc2c(cc1Br)CC(C)=NN=C2c1ccc([N+](=O)[O-])cc1, O=C([O-])[O-], O=C(O)C1CC1, [Cl-], [K+], [K+], O, c1ccccc1. Product: COc1cc2c(cc1Br)C=C(C)N(C(=O)C1CC1)N=C2c1ccc([N+](=O)[O-])cc1. RXN SMILES: [Br:1][c:2]1[c:3]([O:23][CH3:24])[cH:4][c:5]2[c:6]([cH:22]1)[CH2:7][C:8]([CH3:21])=[N:9][N:10]=[C:11]2[c:12]1[cH:13][cH:14][c:15]([N+:18](=[O:19])[O-:20])[cH:16][cH:17]1.[C:25](=[O:26])([O-:27])[O-:28].[CH:32]1([C:35](=[O:36])[OH:37])[CH2:33][CH2:34]1.[Cl-:31].[K+:29].[K+:30].[OH2:38].[cH:39]1[cH:40][cH:41][cH:42][cH:43][cH:44]1>>[Br:1][c:2]1[c:3]([O:23][CH3:24])[cH:4][c:5]2[c:6]([cH:22]1)[CH:7]=[C:8]([CH3:21])[N:9]([C:35]([CH:32]1[CH2:33][CH2:34]1)=[O:36])[N:10]=[C:11]2[c:12]1[cH:13][cH:14][c:15]([N+:18](=[O:19])[O-:20])[cH:16][cH:17]1.